From a dataset of the Open Reaction Database (ORD), a public repository of structured organic reaction records. describe an organic reaction: reactants, conditions, products, and yield Starting materials: FC1=CC=C(/C(/NO)=N/[H])C=C1 ((Z)-4-fluoro-N-hydroxybenzimidamide), O=C1N(CCCC1(C1=CC=CC=C1)C1=CC=CC=C1)CC(=O)O (2-(2-oxo-3,3-diphenylpiperidin-1-yl)acetic acid), Cl.C(C)N=C=NCCCN(C)C (N1-((ethylimino)methylene)-N3,N3-dimethylpropane-1,3-diamine hydrochloride). Solvent: ClCCCl (1,2-dichloroethane). Run at temperature 85 celsius, time 1 hour. Product: FC1=CC=C(C=C1)C1=NOC(=N1)CN1C(C(CCC1)(C1=CC=CC=C1)C1=CC=CC=C1)=O (1-{[3-(4-fluorophenyl)-1,2,4-oxadiazol-5-yl]methyl}-3,3-diphenylpiperidin-2-one). RXN SMILES: [F:1][C:2]1[CH:12]=[CH:11][C:5](/[C:6](=[N:9]/[H])/[NH:7][OH:8])=[CH:4][CH:3]=1.[O:13]=[C:14]1[C:19]([C:26]2[CH:31]=[CH:30][CH:29]=[CH:28][CH:27]=2)([C:20]2[CH:25]=[CH:24][CH:23]=[CH:22][CH:21]=2)[CH2:18][CH2:17][CH2:16][N:15]1[CH2:32][C:33](O)=O.Cl.C(N=C=NCCCN(C)C)C>ClCCCl>[F:1][C:2]1[CH:12]=[CH:11][C:5]([C:6]2[N:9]=[C:33]([CH2:32][N:15]3[CH2:16][CH2:17][CH2:18][C:19]([C:26]4[CH:31]=[CH:30][CH:29]=[CH:28][CH:27]=4)([C:20]4[CH:25]=[CH:24][CH:23]=[CH:22][CH:21]=4)[C:14]3=[O:13])[O:8][N:7]=2)=[CH:4][CH:3]=1 |f:2.3|. Procedure details: A solution of (Z)-4-fluoro-N-hydroxybenzimidamide (0.025 g, 0.162 mmol), 2-(2-oxo-3,3-diphenylpiperidin-1-yl)acetic acid (Example 68E, 0.050 g, 0.162 mmol) and N1-((ethylimino)methylene)-N3,N3-dimethylpropane-1,3-diamine hydrochloride (0.046 g, 0.242 mmol) was stirred in 1,2-dichloroethane (0.5 mL) at room temperature. After stirring for 1 hour, the reaction was heated to 85° C. and stirred overnight. The reaction was cooled, loaded directly onto a SF15-12 silica gel column (Analogix®, Burlingto...